This data is from the Open Reaction Database (ORD), a public repository of structured organic reaction records. The task is: describe an organic reaction: reactants, conditions, products, and yield Reactants: O=C([O-])[O-], [Cs+], [Cs+], CI, CCOC(=O)c1[nH]c2ccc([N+](=O)[O-])cc2c1-c1ccccc1, CN(C)C=O. The product is CCOC(=O)c1c(-c2ccccc2)c2cc([N+](=O)[O-])ccc2n1C. RXN SMILES: [C:26](=[O:27])([O-:28])[O-:29].[Cs+:30].[Cs+:31].[I:24][CH3:25].[N+:1](=[O:2])([O-:3])[c:4]1[cH:5][c:6]2[c:7](-[c:18]3[cH:19][cH:20][cH:21][cH:22][cH:23]3)[c:8]([C:13](=[O:14])[O:15][CH2:16][CH3:17])[nH:9][c:10]2[cH:11][cH:12]1.[O:32]=[CH:33][N:34]([CH3:35])[CH3:36]>>[N+:1](=[O:2])([O-:3])[c:4]1[cH:5][c:6]2[c:7](-[c:18]3[cH:19][cH:20][cH:21][cH:22][cH:23]3)[c:8]([C:13](=[O:14])[O:15][CH2:16][CH3:17])[n:9]([CH3:26])[c:10]2[cH:11][cH:12]1. The reactants are NC1=NC(=C(C(=N1)C1=CC2=C(OCO2)C=C1)C#N)S(=O)(=O)C (2-amino-4-benzo[1,3]dioxol-5-yl-6-methanesulfonyl-pyrimidine-5-carbonitrile), C(C)S (ethyl mercaptan), C1CCC2=NCCCN2CC1 (DBU). Run in COCCOC (DME). The product is NC1=NC(=C(C(=N1)C1=CC2=C(OCO2)C=C1)C#N)SCC (2-Amino-4-benzo[1,3]dioxol-5-yl-6-ethylsulfanyl-pyrimidine-5-carbonitrile). As a reaction SMILES: [NH2:1][C:2]1[N:7]=[C:6]([C:8]2[CH:16]=[CH:15][C:11]3[O:12][CH2:13][O:14][C:10]=3[CH:9]=2)[C:5]([C:17]#[N:18])=[C:4]([S:19]([CH3:22])(=O)=O)[N:3]=1.[CH2:23](S)C.C1CCN2C(=NCCC2)CC1>COCCOC>[NH2:1][C:2]1[N:7]=[C:6]([C:8]2[CH:16]=[CH:15][C:11]3[O:12][CH2:13][O:14][C:10]=3[CH:9]=2)[C:5]([C:17]#[N:18])=[C:4]([S:19][CH2:22][CH3:23])[N:3]=1. Reported procedure: From 2-amino-4-benzo[1,3]dioxol-5-yl-6-methanesulfonyl-pyrimidine-5-carbonitrile, ethyl mercaptan and DBU in DME. EI-MS m/e (%): 300 (M+, 74), 299 ([M—H]+, I100). Reactants: CC(C)(C)OC(=O)NCCCCCNOCc1ccccc1, O=C1CCC(=O)O1, c1ccncc1. Yields the product CC(C)(C)OC(=O)NCCCCCN(OCc1ccccc1)C(=O)CCC(=O)O. Reaction SMILES: [CH2:1]([c:2]1[cH:3][cH:4][cH:5][cH:6][cH:7]1)[O:8][NH:9][CH2:10][CH2:11][CH2:12][CH2:13][CH2:14][NH:15][C:16](=[O:17])[O:18][C:19]([CH3:20])([CH3:21])[CH3:22].[O:23]=[C:24]1[CH2:25][CH2:26][C:27](=[O:28])[O:29]1.[cH:30]1[cH:31][cH:32][n:33][cH:34][cH:35]1>>[CH2:1]([c:2]1[cH:3][cH:4][cH:5][cH:6][cH:7]1)[O:8][N:9]([CH2:10][CH2:11][CH2:12][CH2:13][CH2:14][NH:15][C:16](=[O:17])[O:18][C:19]([CH3:20])([CH3:21])[CH3:22])[C:27]([CH2:26][CH2:25][C:24](=[O:23])[OH:29])=[O:28]. Reactants: OC1C(C(CC1)C=CC(CCCCC)O)CCCCCCC(=O)OC (methyl 7-[2-hydroxy-5-(3-hydroxy-1-octenyl)cyclopentyl]heptanoate), O.NN (hydrazine hydrate), O.NN (hydrazine hydrate). Run in CO (methanol). Yields the product OC1C(C(CC1)C=CC(CCCCC)O)CCCCCCC(=O)NN (7-[2-hydroxy-5-(3-hydroxy-1-octenyl)-cyclopentyl]heptanohydrazide). Isolated yield 62.5%. RXN SMILES: [OH:1][CH:2]1[CH2:6][CH2:5][CH:4]([CH:7]=[CH:8][CH:9]([OH:15])[CH2:10][CH2:11][CH2:12][CH2:13][CH3:14])[CH:3]1[CH2:16][CH2:17][CH2:18][CH2:19][CH2:20][CH2:21][C:22]([O:24]C)=O.O.[NH2:27][NH2:28]>CO>[OH:1][CH:2]1[CH2:6][CH2:5][CH:4]([CH:7]=[CH:8][CH:9]([OH:15])[CH2:10][CH2:11][CH2:12][CH2:13][CH3:14])[CH:3]1[CH2:16][CH2:17][CH2:18][CH2:19][CH2:20][CH2:21][C:22]([NH:27][NH2:28])=[O:24] |f:1.2|. Procedure: A solution of methyl 7-[2-hydroxy-5-(3-hydroxy-1-octenyl)cyclopentyl]heptanoate (0.4 g.), [prepared as described in Example 5], 100% hydrazine hydrate (0.8 ml.) and methanol (10 ml.) was refluxed for 24 hours. After 12 hours reflux a further amount of hydrazine hydrate (0.8 ml.) was added. The methanol was removed in vacuo and the residue diluted with water. The resulting solution was extracted twice with diethyl ether. The combined ether extracts were dried over magnesium sulphate to give 7-[2-... The reactants are COC(=O)C(=Cc1ccc(-c2cccc(F)c2F)nc1)NC(=O)OC(C)(C)C, CC(=O)O, CO. Yields the product COC(=O)C(Cc1ccc(-c2cccc(F)c2F)nc1)NC(=O)OC(C)(C)C. RXN SMILES: [C:1]([CH3:2])([CH3:3])([CH3:4])[O:5][C:6](=[O:7])[NH:8][C:9]([C:10](=[O:11])[O:12][CH3:13])=[CH:14][c:15]1[cH:16][n:17][c:18](-[c:21]2[c:22]([F:28])[c:23]([F:27])[cH:24][cH:25][cH:26]2)[cH:19][cH:20]1.[CH3:29][C:30](=[O:31])[OH:32].[CH3:33][OH:34]>>[C:1]([CH3:2])([CH3:3])([CH3:4])[O:5][C:6](=[O:7])[NH:8][CH:9]([C:10](=[O:11])[O:12][CH3:13])[CH2:14][c:15]1[cH:16][n:17][c:18](-[c:21]2[c:22]([F:28])[c:23]([F:27])[cH:24][cH:25][cH:26]2)[cH:19][cH:20]1.